This data is from the Open Reaction Database (ORD), a public repository of structured organic reaction records. The task is: describe an organic reaction: reactants, conditions, products, and yield Reactants: C(C)(=O)OC=C (vinyl acetate), COCCOCCO (diethylene glycol methyl ether). Run in CCCCCC (hexane), CCCCCC (hexane). Yields the product C(C)(=O)OC=C (vinyl acetate), C(C=C)(=O)OC (methyl acrylate). Isolated yield 5.4%. RXN SMILES: [C:1]([O:4][CH:5]=[CH2:6])(=[O:3])[CH3:2].[CH3:7]OCCOCCO>CCCCCC>[C:1]([O:4][CH:5]=[CH2:6])(=[O:3])[CH3:2].[C:1]([O:4][CH3:5])(=[O:3])[CH:2]=[CH2:7]. Procedure details: One hundred grams of the hexane--vinyl acetate--methyl acry azeotrope and 50 grams of diethylene glycol methyl ether were charged to the vapor-liquid equilibrium still and refluxed for five hours. Analysis gave a vapor composition of 78.3% hexane, 16.3% vinyl acetate and 5.4% methyl acrylate and a liquid composition of 59.7% hexane, 27.5% vinyl acetate and 12.8% methyl acrylate. This indicates a relative volatility of hexane to vinyl acetate of 2.2, of hexane to methyl acrylate of 3.2 and of vin... The reactants are CC(C)(CO)CC#CCN1CCOCC1, CS(C)=O, O=C(Cl)C(=O)Cl, ClCCl, O. Product: CC(C)(C=O)CC#CCN1CCOCC1. As a reaction SMILES: [CH3:11][C:12]([CH2:13][OH:14])([CH2:15][C:16]#[C:17][CH2:18][N:19]1[CH2:20][CH2:21][O:22][CH2:23][CH2:24]1)[CH3:25].[CH3:7][S:8]([CH3:9])=[O:10].[Cl:1][C:2]([C:3]([Cl:4])=[O:5])=[O:6].[Cl:27][CH2:28][Cl:29].[OH2:26]>>[CH3:11][C:12]([CH:13]=[O:14])([CH2:15][C:16]#[C:17][CH2:18][N:19]1[CH2:20][CH2:21][O:22][CH2:23][CH2:24]1)[CH3:25]. The reactants are CC(C)(C)OC(=O)N1CCOC(CN)C1, C1CCOC1, Cl, CCCCc1nnc(C(=O)Oc2c(F)c(F)c(F)c(F)c2F)cc1-c1ccc(OC2CCCCC2)cc1, c1ccncc1. Yields the product CCCCc1nnc(C(=O)NCC2CN(C(=O)OC(C)(C)C)CCO2)cc1-c1ccc(OC2CCCCC2)cc1. RXN SMILES: [C:45]([CH3:46])([CH3:47])([CH3:48])[O:49][C:50](=[O:51])[N:52]1[CH2:53][CH:54]([CH2:58][NH2:59])[O:55][CH2:56][CH2:57]1.[CH2:60]1[O:61][CH2:62][CH2:63][CH2:64]1.[ClH:1].[F:2][c:3]1[c:4]([O:9][C:10](=[O:5])[c:12]2[n:13][n:14][c:15]([CH2:31][CH2:32][CH2:33][CH3:34])[c:16](-[c:18]3[cH:19][cH:20][c:21]([O:24][CH:25]4[CH2:26][CH2:27][CH2:28][CH2:29][CH2:30]4)[cH:22][cH:23]3)[cH:17]2)[c:6]([F:7])[c:8]([F:11])[c:35]([F:36])[c:37]1[F:38].[cH:39]1[cH:40][cH:41][n:42][cH:43][cH:44]1>>[O:9]=[C:10]([c:12]1[n:13][n:14][c:15]([CH2:31][CH2:32][CH2:33][CH3:34])[c:16](-[c:18]2[cH:19][cH:20][c:21]([O:24][CH:25]3[CH2:26][CH2:27][CH2:28][CH2:29][CH2:30]3)[cH:22][cH:23]2)[cH:17]1)[NH:59][CH2:58][CH:54]1[CH2:53][N:52]([C:50]([O:49][C:45]([CH3:46])([CH3:47])[CH3:48])=[O:51])[CH2:57][CH2:56][O:55]1. Starting materials: O=C(O)C1c2ccc(F)cc2Oc2cc(F)ccc21, Nc1ncc(C(F)(F)F)o1. Yields the product O=C(Nc1ncc(C(F)(F)F)o1)C1c2ccc(F)cc2Oc2cc(F)ccc21. RXN SMILES: [F:11][c:12]1[cH:13][cH:14][c:15]2[c:24]([cH:25]1)[O:23][c:22]1[c:17]([cH:18][cH:19][c:20]([F:26])[cH:21]1)[CH:16]2[C:27](=[O:28])[OH:29].[F:1][C:2]([c:3]1[cH:4][n:5][c:6]([NH2:8])[o:7]1)([F:9])[F:10]>>[F:1][C:2]([c:3]1[cH:4][n:5][c:6]([NH:8][C:27]([CH:16]2[c:15]3[cH:14][cH:13][c:12]([F:11])[cH:25][c:24]3[O:23][c:22]3[c:17]2[cH:18][cH:19][c:20]([F:26])[cH:21]3)=[O:28])[o:7]1)([F:9])[F:10]. Reactants: COC=1C=C(C(=O)N2CC(CC2)(CCOS(=O)(=O)C)C2=CC=CC=C2)C=C(C1OC)OS(=O)(=O)C (1-(3,4-dimethoxy-5-methanesulfonyloxybenzoyl)-3-phenyl-3-(2-methanesulfonyloxyethyl)pyrrolidine), C(C)OCCN1C(=NC2=C1C=CC=C2)NC2CCNCC2 ((1-(2-ethoxyethyl)-1H-benzimidazol-2-yl)(piperidin-4-yl)amine). Yields the product COC=1C=C(C(=O)N2CC(CC2)(C2=CC=CC=C2)CCN2CCC(CC2)NC2=NC3=C(N2CCOCC)C=CC=C3)C=C(C1OC)OS(=O)(=O)C (1-(3,4-dimethoxy-5-methanesulfonyloxybenzoyl)-3-(2-(4-(1-(2-ethoxyethyl)-1H-benzimidazol-2-yl-amino)piperidin-1-yl)ethyl)-3-phenylpyrrolidine). Reaction SMILES: [CH3:1][O:2][C:3]1[CH:4]=[C:5]([CH:26]=[C:27]([O:31][S:32]([CH3:35])(=[O:34])=[O:33])[C:28]=1[O:29][CH3:30])[C:6]([N:8]1[CH2:12][CH2:11][C:10]([C:20]2[CH:25]=[CH:24][CH:23]=[CH:22][CH:21]=2)([CH2:13][CH2:14]OS(C)(=O)=O)[CH2:9]1)=[O:7].[CH2:36]([O:38][CH2:39][CH2:40][N:41]1[C:45]2[CH:46]=[CH:47][CH:48]=[CH:49][C:44]=2[N:43]=[C:42]1[NH:50][CH:51]1[CH2:56][CH2:55][NH:54][CH2:53][CH2:52]1)[CH3:37]>>[CH3:1][O:2][C:3]1[CH:4]=[C:5]([CH:26]=[C:27]([O:31][S:32]([CH3:35])(=[O:34])=[O:33])[C:28]=1[O:29][CH3:30])[C:6]([N:8]1[CH2:12][CH2:11][C:10]([CH2:13][CH2:14][N:54]2[CH2:55][CH2:56][CH:51]([NH:50][C:42]3[N:41]([CH2:40][CH2:39][O:38][CH2:36][CH3:37])[C:45]4[CH:46]=[CH:47][CH:48]=[CH:49][C:44]=4[N:43]=3)[CH2:52][CH2:53]2)([C:20]2[CH:25]=[CH:24][CH:23]=[CH:22][CH:21]=2)[CH2:9]1)=[O:7]. Reported procedure: Prepare by the method of Example 1.6 using 1-(3,4-dimethoxy-5-methanesulfonyloxybenzoyl)-3-phenyl-3-(2-methanesulfonyloxyethyl)pyrrolidine and (1-(2-ethoxyethyl)-1H-benzimidazol-2-yl)(piperidin-4-yl)amine to give the title compound. Starting materials: C(CCCCCCCCC=C)I (undecylenyl iodide), C=CCCCCCCCCCCCCCCCCCC (eicosene), [Cl-].C(C)[Al+]CC (diethyl aluminum chloride), solution, TiCl3, CO.Cl (methanol hydrochloric acid). Solvent: C1(=CC=CC=C1)C (toluene), C1(=CC=CC=C1)C (toluene), CO (Methanol). Conditions: time 2 hour. Yields the product C(CCCCCCCCC=C)I.C=CCCCCCCCCCCCCCCCCCC (Undecylenyl Iodide Eicosene). Yield: 166.9%. Reaction SMILES: [CH2:1]([I:12])[CH2:2][CH2:3][CH2:4][CH2:5][CH2:6][CH2:7][CH2:8][CH2:9][CH:10]=[CH2:11].[CH2:13]=[CH:14][CH2:15][CH2:16][CH2:17][CH2:18][CH2:19][CH2:20][CH2:21][CH2:22][CH2:23][CH2:24][CH2:25][CH2:26][CH2:27][CH2:28][CH2:29][CH2:30][CH2:31][CH3:32].[Cl-].C([Al+]CC)C.CO.Cl>C1(C)C=CC=CC=1.CO>[CH2:1]([I:12])[CH2:2][CH2:3][CH2:4][CH2:5][CH2:6][CH2:7][CH2:8][CH2:9][CH:10]=[CH2:11].[CH2:13]=[CH:14][CH2:15][CH2:16][CH2:17][CH2:18][CH2:19][CH2:20][CH2:21][CH2:22][CH2:23][CH2:24][CH2:25][CH2:26][CH2:27][CH2:28][CH2:29][CH2:30][CH2:31][CH3:32] |f:2.3,4.5,8.9|. Procedure details: To a glass screw top jar were added undecylenyl iodide (6.3 grams), toluene solvent (63.1 grams), and eicosene (18.73 grams). Under argon atmosphere were added diethyl aluminum chloride (25 milliliters of a 1.8 molar solution in toluene) and 1.25 teaspoons of TiCl3 --AA (available from Alfa, about 5 grams). The sealed jar was stirred for 2 hours. Methanol was added dropwise until the mixture turned green. The reaction mixture was then added to methanol/hydrochloric acid in a Waring blender to pr... Reagents/catalysts: C([O-])([O-])=O.[Ag+2] (silver carbonate). Reaction SMILES: [N+:1]([C:4]1[CH:9]=[CH:8][C:7]([N:10]2[C:14](=[O:15])[C:13]3=[CH:16][C:17]([Cl:20])=[CH:18][CH:19]=[C:12]3[C:11]2=[O:21])=[C:6]([CH2:22]I)[CH:5]=1)([O-:3])=[O:2].[O:24]1CCC[CH2:25]1>CO.C(=O)([O-])[O-].[Ag+2]>[CH3:25][O:24][CH2:22][C:6]1[CH:5]=[C:4]([N+:1]([O-:3])=[O:2])[CH:9]=[CH:8][C:7]=1[N:10]1[C:14](=[O:15])[C:13]2=[CH:16][C:17]([Cl:20])=[CH:18][CH:19]=[C:12]2[C:11]1=[O:21] |f:3.4|. The solvent is CO (methanol). Procedure: The starting material is prepared as follows: The solution of 2 g of N-(4-nitro-2-iodomethylphenyl)-4-chlorophthalimide in 40 ml of tetrahydrofuran and 40 ml of methanol, is treated with 8.7 g of freshly prepared silver carbonate for 20 hours, with protection from light. The mixture is filtered and the filtrate evaporated, to yield the N-(2-methoxymethyl-4-nitrophenyl)-4-chlorophthalimide melting at 125°-128°. Yields the product COCC1=C(C=CC(=C1)[N+](=O)[O-])N1C(C=2C(C1=O)=CC(=CC2)Cl)=O (N-(2-methoxymethyl-4-nitrophenyl)-4-chlorophthalimide). The reactants are [N+](=O)([O-])C1=CC(=C(C=C1)N1C(C=2C(C1=O)=CC(=CC2)Cl)=O)CI (N-(4-nitro-2-iodomethylphenyl)-4-chlorophthalimide), O1CCCC1 (tetrahydrofuran).